The task is: describe an organic reaction: reactants, conditions, products, and yield. This data is from the Open Reaction Database (ORD), a public repository of structured organic reaction records. The reactants are BrC1=CC=CC=2N1N=C(N2)N (5-bromo-[1,2,4]triazolo[1,5-a]pyridine-2-yl-amine), COC1=C(C=C(C=C1)C(F)(F)F)B(O)O (2-methoxy-5-trifluoromethylbenzeneboronic acid). The product is COC1=C(C=C(C=C1)C(F)(F)F)C1=CC=CC=2N1N=C(N2)N (5-(2-Methoxy-5-trifluoromethyl-phenyl)-[1,2,4]triazolo[1,5-a]pyridine-2yl-amine), foam. Yield: 87.0%. As a reaction SMILES: Br[C:2]1[N:7]2[N:8]=[C:9]([NH2:11])[N:10]=[C:6]2[CH:5]=[CH:4][CH:3]=1.[CH3:12][O:13][C:14]1[CH:19]=[CH:18][C:17]([C:20]([F:23])([F:22])[F:21])=[CH:16][C:15]=1B(O)O>>[CH3:12][O:13][C:14]1[CH:15]=[CH:16][C:17]([C:20]([F:21])([F:22])[F:23])=[CH:18][C:19]=1[C:2]1[N:7]2[N:8]=[C:9]([NH2:11])[N:10]=[C:6]2[CH:5]=[CH:4][CH:3]=1. Procedure details: 5-(2-Methoxy-5-trifluoromethyl-phenyl)-[1,2,4]triazolo[1,5-a]pyridine-2yl-amine was prepared from 5-bromo-[1,2,4]triazolo[1,5-a]pyridine-2-yl-amine (0.5 g, 2.3 mmol), and 2-methoxy-5-trifluoromethylbenzeneboronic acid (0.76 g, 3.4 mmol) in a manner analogous to Example 2c. Product was isolated as a foam (0.63 g, 87%). 1H NMR (400 MHz, CDCl3, δ, ppm): 7.79-7.73 (m, 2H), 7.49-7.44 (m, 2H), 7.15 (d, J=8.9 Hz, 1H), 6.85 (t, J=4.2 Hz, 1H), 4.45 (brs, 2H), 3.85 (s, 3H). MS=309 (MH)+. The reactants are ClCCl, CC(C)(Oc1cc(C(Cc2ccccc2)(NC(=O)c2cccc(C(F)(F)F)c2)c2cc(F)cc(C(F)(F)F)c2)ccc1F)C(=O)O, CN(C)C=O. The product is CC(C)(Oc1cc(C(Cc2ccccc2)(NC(=O)c2cccc(C(F)(F)F)c2)c2cc(F)cc(C(F)(F)F)c2)ccc1F)C(N)=O. Reaction SMILES: [Cl:52][CH2:53][Cl:54].[F:1][c:2]1[c:3]([O:4][C:5]([C:6](=[O:7])[OH:8])([CH3:9])[CH3:10])[cH:11][c:12]([C:15]([CH2:16][c:17]2[cH:18][cH:19][cH:20][cH:21][cH:22]2)([NH:23][C:24]([c:25]2[cH:26][c:27]([C:31]([F:32])([F:33])[F:34])[cH:28][cH:29][cH:30]2)=[O:35])[c:36]2[cH:37][c:38]([F:46])[cH:39][c:40]([C:42]([F:43])([F:44])[F:45])[cH:41]2)[cH:13][cH:14]1.[O:47]=[CH:48][N:49]([CH3:50])[CH3:51]>>[F:1][c:2]1[c:3]([O:4][C:5]([C:6](=[O:7])[NH2:49])([CH3:9])[CH3:10])[cH:11][c:12]([C:15]([CH2:16][c:17]2[cH:18][cH:19][cH:20][cH:21][cH:22]2)([NH:23][C:24]([c:25]2[cH:26][c:27]([C:31]([F:32])([F:33])[F:34])[cH:28][cH:29][cH:30]2)=[O:35])[c:36]2[cH:37][c:38]([F:46])[cH:39][c:40]([C:42]([F:43])([F:44])[F:45])[cH:41]2)[cH:13][cH:14]1. Starting materials: CCOC(=O)C=P(c1ccccc1)(c1ccccc1)c1ccccc1, O=Cc1cc([N+](=O)[O-])cc2c(O)nc(Nc3ccc(Cl)c(Cl)c3)nc12, ClCCCl. The product is CCOC(=O)C=Cc1cc([N+](=O)[O-])cc2c(O)nc(Nc3ccc(Cl)c(Cl)c3)nc12. As a reaction SMILES: [CH2:26]([CH3:27])[O:28][C:29](=[O:30])[CH:31]=[P:32]([c:33]1[cH:34][cH:35][cH:36][cH:37][cH:38]1)([c:39]1[cH:40][cH:41][cH:42][cH:43][cH:44]1)[c:45]1[cH:46][cH:47][cH:48][cH:49][cH:50]1.[Cl:1][c:2]1[cH:3][c:4]([NH:9][c:10]2[n:11][c:12]3[c:13]([CH:24]=[O:25])[cH:14][c:15]([N+:21](=[O:22])[O-:23])[cH:16][c:17]3[c:18]([OH:20])[n:19]2)[cH:5][cH:6][c:7]1[Cl:8].[Cl:51][CH2:52][CH2:53][Cl:54]>>[Cl:1][c:2]1[cH:3][c:4]([NH:9][c:10]2[n:11][c:12]3[c:13]([CH:24]=[CH:31][C:29]([O:28][CH2:26][CH3:27])=[O:30])[cH:14][c:15]([N+:21](=[O:22])[O-:23])[cH:16][c:17]3[c:18]([OH:20])[n:19]2)[cH:5][cH:6][c:7]1[Cl:8]. Reactants: BrC1=CC(=C(C=C1)CC#N)Cl (2-(4-bromo-2-chlorophenyl)acetonitrile), CI (methyl iodide), CN(C)C=O (DMF), O (Water), [H-].[Na+] (sodium hydride). Conditions: temperature 0 celsius. Yields the product BrC1=CC(=C(C=C1)C(C#N)(C)C)Cl (2-(4-bromo-2-chlorophenyl)-2-methylpropanenitrile). Isolated yield 63.0%. As a reaction SMILES: [Br:1][C:2]1[CH:7]=[CH:6][C:5]([CH2:8][C:9]#N)=[C:4]([Cl:11])[CH:3]=1.[CH3:12]I.[H-].[Na+].O.C[N:18]([CH:20]=O)C>>[Br:1][C:2]1[CH:7]=[CH:6][C:5]([C:8]([CH3:12])([CH3:9])[C:20]#[N:18])=[C:4]([Cl:11])[CH:3]=1 |f:2.3|. Procedure details: To a stirred solution of 2-(4-bromo-2-chlorophenyl)acetonitrile (1.11 g, 4.82 mmol) in anhydrous DMF (7.6 mL) is added methyl iodide (0.63 mL, 10.1 mmol). The solution is cooled to 0° C. and sodium hydride (60% susp. in oil, 0.63 g, 15.7 mmol) is added in 5 portions over 1 h. The reaction mixture is then left stirring to slowly warm up to room temperature for 18 h. The solution turned to a thick and brown orange paste. Water (20 mL) is then slowly added and the solution extracted with a 3:1 solu... Starting materials: ClC(C(=O)C1=CC=C2CN(C3=C(CN21)C=CC=C3)C(=O)C3=CC(=C(C=C3)C3=C(C=CC=C3)C)OC)(Cl)Cl (2,2,2-Trichloro-1-{10-[(2-methoxy-2′-methyl-1,1′-biphenyl-4-yl)carbonyl]-10,11-dihydro-5H-pyrrolo[2,1-c][1,4]benzodiazepin-3-yl}ethanone), FC(C1=C(CN)C=CC=C1)(F)F (2-trifluoromethylbenzylamine). Product: COC1=C(C=CC(=C1)C(=O)N1CC=2N(CC3=C1C=CC=C3)C(=CC2)C(=O)NCC2=C(C=CC=C2)C(F)(F)F)C2=C(C=CC=C2)C (10-[(2-METHOXY-2′-METHYL-1,1′-BIPHENYL-4-YL)CARBONYL]-N-[2-(TRIFLUOROMETHYL)BENZYL]-10,11-DIHYDRO-5H-PYRROLO[2,1-C][1,4]BENZODIAZEPINE-3-CARBOXAMIDE). Isolated yield 75.0%. As a reaction SMILES: ClC(Cl)(Cl)[C:3]([C:5]1[N:14]2[C:8]([CH2:9][N:10]([C:19]([C:21]3[CH:26]=[CH:25][C:24]([C:27]4[CH:32]=[CH:31][CH:30]=[CH:29][C:28]=4[CH3:33])=[C:23]([O:34][CH3:35])[CH:22]=3)=[O:20])[C:11]3[CH:18]=[CH:17][CH:16]=[CH:15][C:12]=3[CH2:13]2)=[CH:7][CH:6]=1)=[O:4].[F:38][C:39]([F:49])([F:48])[C:40]1[CH:47]=[CH:46][CH:45]=[CH:44][C:41]=1[CH2:42][NH2:43]>>[CH3:35][O:34][C:23]1[CH:22]=[C:21]([C:19]([N:10]2[C:11]3[CH:18]=[CH:17][CH:16]=[CH:15][C:12]=3[CH2:13][N:14]3[C:5]([C:3]([NH:43][CH2:42][C:41]4[CH:44]=[CH:45][CH:46]=[CH:47][C:40]=4[C:39]([F:48])([F:49])[F:38])=[O:4])=[CH:6][CH:7]=[C:8]3[CH2:9]2)=[O:20])[CH:26]=[CH:25][C:24]=1[C:27]1[CH:32]=[CH:31][CH:30]=[CH:29][C:28]=1[CH3:33]. Procedure details: The title compound was prepared in 75% yield in the manner of Example 36 from 2,2,2-trichloro-1-{10-[(2-methoxy-2′-methyl-1,1′-biphenyl-4-yl)carbonyl]-10,11-dihydro-5H-pyrrolo[2,1-c][1,4]benzodiazepin-3-yl}ethanone of Example 35 and 2-trifluoromethylbenzylamine, m.p. 165-167° C. MS [(+)ESI, m/z]: 610 [M+H]+ Anal. Calcd for C36H30F3N3O3: C, 70.93; H, 4.96; N, 6.89. Found: C, 70.70; H, 4.89; N, 6.81. The reactants are ClC1=C(C(=CC=C1)Cl)CS(=O)(=O)C=1C=C2CC(NC2=CC1)=O (5-(2,6-Dichloro-phenylmethanesulfonyl)-1,3-dihydro-indol-2-one), C1(CC1)N1CCN(CC1)CC=1C(=C(NC1C)C=O)C (4-(4-cyclopropyl-piperazin-1-ylmethyl)-3,5-dimethyl-1H-pyrrole-2-carbaldehyde). The product is C1(CC1)N1CCN(CC1)CC=1C(=C(NC1C)\C=C\1/C(NC2=CC=C(C=C12)S(=O)(=O)CC1=C(C=CC=C1Cl)Cl)=O)C (3-[1-[4-(4-Cyclopropyl-piperazin-1-ylmethyl)-3,5-dimethyl-1H-pyrrol-2-yl]-meth-(Z)-ylidene]-5-(2,6-dichloro-phenylmethanesulfonyl)-1,3-dihydro-indol-2-one). As a reaction SMILES: [Cl:1][C:2]1[CH:7]=[CH:6][CH:5]=[C:4]([Cl:8])[C:3]=1[CH2:9][S:10]([C:13]1[CH:14]=[C:15]2[C:19](=[CH:20][CH:21]=1)[NH:18][C:17](=[O:22])[CH2:16]2)(=[O:12])=[O:11].[CH:23]1([N:26]2[CH2:31][CH2:30][N:29]([CH2:32][C:33]3[C:34]([CH3:41])=[C:35]([CH:39]=O)[NH:36][C:37]=3[CH3:38])[CH2:28][CH2:27]2)[CH2:25][CH2:24]1>>[CH:23]1([N:26]2[CH2:27][CH2:28][N:29]([CH2:32][C:33]3[C:34]([CH3:41])=[C:35](/[CH:39]=[C:16]4\[C:17](=[O:22])[NH:18][C:19]5[C:15]\4=[CH:14][C:13]([S:10]([CH2:9][C:3]4[C:2]([Cl:1])=[CH:7][CH:6]=[CH:5][C:4]=4[Cl:8])(=[O:12])=[O:11])=[CH:21][CH:20]=5)[NH:36][C:37]=3[CH3:38])[CH2:30][CH2:31]2)[CH2:24][CH2:25]1. Procedure: 5-(2,6-Dichloro-phenylmethanesulfonyl)-1,3-dihydro-indol-2-one (178 mg) was condensed with 4-(4-cyclopropyl-piperazin-1-ylmethyl)-3,5-dimethyl-1H-pyrrole-2-carbaldehyde (125 mg) to give the titled compound. Reactants: N[C@H]([C@@H](CN(C(OCC[Si](C)(C)C)=O)C)O)CC1CCOCC1 (2-(trimethylsilyl)ethyl (2R,3S)-3-amino-2-hydroxy-4-(tetrahydro-2H-pyran-4-yl)butyl(methyl)carbamate), N1=CC=CC=C1 (pyridine), [Si](C)(C)(C)Cl (Me3SiCl). Solvent: C1CCOC1 (THF). Reaction conditions: time 2 hour. Product: N[C@H]([C@@H](CN(C(OCC[Si](C)(C)C)=O)C)O[Si](C)(C)C)CC1CCOCC1 (2-(trimethylsilyl)ethyl (2R,3S)-3-amino-4-(tetrahydro-2H-pyran-4-yl)-2-(trimethylsilyloxy)butyl(methyl)carbamate). The yield is 90.6%. Reaction SMILES: [NH2:1][C@@H:2]([CH2:17][CH:18]1[CH2:23][CH2:22][O:21][CH2:20][CH2:19]1)[C@H:3]([OH:16])[CH2:4][N:5]([CH3:15])[C:6](=[O:14])[O:7][CH2:8][CH2:9][Si:10]([CH3:13])([CH3:12])[CH3:11].N1C=CC=CC=1.[Si:30](Cl)([CH3:33])([CH3:32])[CH3:31]>C1COCC1>[NH2:1][C@@H:2]([CH2:17][CH:18]1[CH2:19][CH2:20][O:21][CH2:22][CH2:23]1)[C@H:3]([O:16][Si:30]([CH3:33])([CH3:32])[CH3:31])[CH2:4][N:5]([CH3:15])[C:6](=[O:14])[O:7][CH2:8][CH2:9][Si:10]([CH3:12])([CH3:13])[CH3:11]. Procedure: A 100 mL flask was charged with 2-(trimethylsilyl)ethyl (2R,3S)-3-amino-2-hydroxy-4-(tetrahydro-2H-pyran-4-yl)butyl(methyl)carbamate (100 mg, 0.29 mmol) dissolved in THF (10 mL), pyridine (68 mg, 0.87 mmol) was added at 0° C. Me3SiCl (94 mg, 0.87 mmol) was added and the mixture was stirred for 2 h at rt. The mixture was quenched with 1% aq HCl and extracted with EtOAc (3×15 mL). The organic layers were combined, dried over Na2SO4, filtered and concentrated. The residue was purified by chromatogr...